This data is from the Open Reaction Database (ORD), a public repository of structured organic reaction records. The task is: describe an organic reaction: reactants, conditions, products, and yield Product: Cl.FC1=CC=C(O[C@H]2C[C@H](NC2)C(=O)OC)C=C1 (cis-4-(4-fluorophenoxy)-L-proline, methyl ester, hydrochloride). Reported procedure: To a stirred suspension of cis-4-(4-fluorophenoxy)-L-proline (which can be prepared as set forth by Ondetti et al. in Example 36 of U.K. patent application No. 2,028,327) (250 mg., 11 mmole) in 70 ml. of methanol at -30° under argon, there is added 8.09 ml. (10 eq.) of thionyl chloride. After stirring at -20° for 2 hours, the cold bath is removed and the mixture is stirred at room temperature for 16 hours. The solvent is removed at reduced pressure and the residue is dissolved in 150 ml. of dich... Run at time 2 hour. Starting materials: FC1=CC=C(O[C@H]2C[C@H](NC2)C(=O)O)C=C1 (cis-4-(4-fluorophenoxy)-L-proline), S(=O)(Cl)Cl (thionyl chloride), CO (methanol). As a reaction SMILES: [F:1][C:2]1[CH:16]=[CH:15][C:5]([O:6][C@@H:7]2[CH2:11][NH:10][C@H:9]([C:12]([OH:14])=[O:13])[CH2:8]2)=[CH:4][CH:3]=1.S(Cl)([Cl:19])=O.[CH3:21]O>>[ClH:19].[F:1][C:2]1[CH:16]=[CH:15][C:5]([O:6][C@@H:7]2[CH2:11][NH:10][C@H:9]([C:12]([O:14][CH3:21])=[O:13])[CH2:8]2)=[CH:4][CH:3]=1 |f:3.4|. The reactants are CN(C)C=O, O=C(Cl)C(=O)Cl, ClCCl, COC(=O)c1ccc(Cl)cc1N, O=C(O)Cc1ccsc1. Yields the product COC(=O)c1ccc(Cl)cc1NC(=O)Cc1ccsc1. Reaction SMILES: [CH3:16][N:17]([CH3:18])[CH:19]=[O:20].[Cl:10][C:11]([C:12]([Cl:13])=[O:14])=[O:15].[Cl:33][CH2:34][Cl:35].[NH2:21][c:22]1[c:23]([C:24](=[O:25])[O:26][CH3:27])[cH:28][cH:29][c:30]([Cl:32])[cH:31]1.[s:1]1[cH:2][c:3]([CH2:6][C:7](=[O:8])[OH:9])[cH:4][cH:5]1>>[s:1]1[cH:2][c:3]([CH2:6][C:7](=[O:9])[NH:21][c:22]2[c:23]([C:24](=[O:25])[O:26][CH3:27])[cH:28][cH:29][c:30]([Cl:32])[cH:31]2)[cH:4][cH:5]1. Starting materials: O=C(n1ccnc1)n1ccnc1, Cc1ccc([N+](=O)[O-])cc1CC(=O)O, Clc1cccc2c(C3CCNCC3)c[nH]c12, CN(C)C=O, C1CCOC1. Product: Cc1ccc([N+](=O)[O-])cc1CC(=O)N1CCC(c2c[nH]c3c(Cl)cccc23)CC1. RXN SMILES: [C:15]([n:16]1[cH:17][cH:18][n:19][cH:20]1)([n:21]1[cH:22][cH:23][n:24][cH:25]1)=[O:26].[CH3:1][c:2]1[c:3]([CH2:11][C:12](=[O:13])[OH:14])[cH:4][c:5]([N+:8](=[O:9])[O-:10])[cH:6][cH:7]1.[Cl:27][c:28]1[cH:29][cH:30][cH:31][c:32]2[c:33]([CH:37]3[CH2:38][CH2:39][NH:40][CH2:41][CH2:42]3)[cH:34][nH:35][c:36]12.[O:43]=[CH:44][N:45]([CH3:46])[CH3:47].[O:48]1[CH2:49][CH2:50][CH2:51][CH2:52]1>>[CH3:1][c:2]1[c:3]([CH2:11][C:12](=[O:14])[N:40]2[CH2:39][CH2:38][CH:37]([c:33]3[c:32]4[cH:31][cH:30][cH:29][c:28]([Cl:27])[c:36]4[nH:35][cH:34]3)[CH2:42][CH2:41]2)[cH:4][c:5]([N+:8](=[O:9])[O-:10])[cH:6][cH:7]1. RXN SMILES: [NH:1]1[C:10]2[C:5](=[CH:6][CH:7]=[CH:8][CH:9]=2)[NH:4][CH2:3][C:2]1=[O:11].C(=O)([O-])[O-].[K+].[K+].[C:18]1([S:24](Cl)(=[O:26])=[O:25])[CH:23]=[CH:22][CH:21]=[CH:20][CH:19]=1>CC(C)=O>[C:18]1([S:24]([N:4]2[C:5]3[C:10](=[CH:9][CH:8]=[CH:7][CH:6]=3)[NH:1][C:2](=[O:11])[CH2:3]2)(=[O:26])=[O:25])[CH:23]=[CH:22][CH:21]=[CH:20][CH:19]=1 |f:1.2.3|. Reported procedure: A suspension of 10 g. (0.068 mole) of 3,4-dihydro-2(1H)-quinoxalinone (3,4-dihydro-2-hydroxyquinoxaline) [prepared in 50% yield according to the procedure described by W. H. Perkin et al. in the Journal of the Chemical Society, Vol. 123, p.2399(1923)] and 9.6 g. (0.069 mole) of potassium carbonate in 250 ml. of acetone was stirred under a nitrogen atmosphere at 40° C., while 11.5 g. (0.07 mole) of benzenesulfonyl chloride was added during the course of a 30-minute period. The reaction mixture wa... Yield: 52.0%. Yields the product C1(=CC=CC=C1)S(=O)(=O)N1CC(NC2=CC=CC=C12)=O (4-benzenesulfonyl-3,4-dihydro-2(1H)-quinoxalinone). Solvent: CC(=O)C (acetone). Reactants: N1C(CNC2=CC=CC=C12)=O (3,4-dihydro-2(1H)-quinoxalinone), C([O-])([O-])=O.[K+].[K+] (potassium carbonate), C1(=CC=CC=C1)S(=O)(=O)Cl (benzenesulfonyl chloride). Reactants: CCN(CC)C/C=C/C1=CC(=C(C=C1)C2CCCCC2)Cl.Cl (933 CB), Cl (hydrochloric acid). Run in CCOCC (ether). Yields the product ClC=1C=C(C=CC1C1CCCCC1)C=CCN(CC)CC (3-Chloro-4-cyclohexyl-1-(3-diethylamino-propen-1-yl)-benzene). RXN SMILES: [CH3:1][CH2:2][N:3]([CH2:6]/[CH:7]=[CH:8]/[C:9]1[CH:14]=[CH:13][C:12]([CH:15]2[CH2:20][CH2:19][CH2:18][CH2:17][CH2:16]2)=[C:11]([Cl:21])[CH:10]=1)[CH2:4][CH3:5].Cl.Cl>CCOCC>[Cl:21][C:11]1[CH:10]=[C:9]([CH:8]=[CH:7][CH2:6][N:3]([CH2:4][CH3:5])[CH2:2][CH3:1])[CH:14]=[CH:13][C:12]=1[CH:15]1[CH2:20][CH2:19][CH2:18][CH2:17][CH2:16]1 |f:0.1|. Procedure details: 81 g of the compound produced in step (b) were dissolved in 500 ml of toluene and, to the solution so produced, was added a solution of 76 g of p-toluenesulphonic acid in the minimum quantity of water. The mixture was heated under reflux for about 20 hours, continuously removing the water formed. At the end of this time, the solution was cooled and poured into 2 liters of water, to which ammonia was added until the solution became alkaline. The organic phase was then separated, washed with water...